This data is from the Open Reaction Database (ORD), a public repository of structured organic reaction records. The task is: describe an organic reaction: reactants, conditions, products, and yield The reactants are CCOC(=O)CBr, COc1cc2c(cc1OC)C(=O)CCC2, CC(C)[N-]C(C)C, [Li+], C1CCOC1. Yields the product CCOC(=O)CC1CCc2cc(OC)c(OC)cc2C1=O. As a reaction SMILES: [Br:24][CH2:25][C:26](=[O:27])[O:28][CH2:29][CH3:30].[CH3:1][O:2][c:3]1[cH:4][c:5]2[c:10]([cH:11][c:12]1[O:13][CH3:14])[C:9](=[O:15])[CH2:8][CH2:7][CH2:6]2.[CH:16]([N-:17][CH:18]([CH3:19])[CH3:20])([CH3:21])[CH3:22].[Li+:23].[O:31]1[CH2:32][CH2:33][CH2:34][CH2:35]1>>[CH3:1][O:2][c:3]1[cH:4][c:5]2[c:10]([cH:11][c:12]1[O:13][CH3:14])[C:9](=[O:15])[CH:8]([CH2:25][C:26](=[O:27])[O:28][CH2:29][CH3:30])[CH2:7][CH2:6]2. Reactants: CCCCCN, CCOC(C)=O, Nc1nc(Cl)nc2c1ncn2C1CCCCO1, OCCO. Yields the product CCCCCNc1nc(N)c2ncn(C3CCCCO3)c2n1. Reaction SMILES: [CH2:18]([CH2:19][CH2:20][CH2:21][CH3:22])[NH2:23].[CH3:28][CH2:29][O:30][C:31]([CH3:32])=[O:33].[Cl:1][c:2]1[n:3][c:4]([NH2:17])[c:5]2[n:6][cH:7][n:8]([CH:11]3[O:12][CH2:13][CH2:14][CH2:15][CH2:16]3)[c:9]2[n:10]1.[OH:24][CH2:25][CH2:26][OH:27]>>[c:2]1([NH:23][CH2:18][CH2:19][CH2:20][CH2:21][CH3:22])[n:3][c:4]([NH2:17])[c:5]2[n:6][cH:7][n:8]([CH:11]3[O:12][CH2:13][CH2:14][CH2:15][CH2:16]3)[c:9]2[n:10]1. Reactants: O=C(Cl)c1cc([N+](=O)[O-])ccc1F, Cc1cccc(O)c1N. The product is Cc1cccc(O)c1NC(=O)c1cc([N+](=O)[O-])ccc1F. As a reaction SMILES: [F:10][c:11]1[c:12]([C:13](=[O:14])[Cl:15])[cH:16][c:17]([N+:20](=[O:21])[O-:22])[cH:18][cH:19]1.[NH2:1][c:2]1[c:3]([OH:9])[cH:4][cH:5][cH:6][c:7]1[CH3:8]>>[NH:1]([c:2]1[c:3]([OH:9])[cH:4][cH:5][cH:6][c:7]1[CH3:8])[C:13]([c:12]1[c:11]([F:10])[cH:19][cH:18][c:17]([N+:20](=[O:21])[O-:22])[cH:16]1)=[O:14]. Starting materials: CC(=O)[O-], CC(=O)O, O=Cc1ccc(Cl)c(F)c1, C[N+](=O)[O-], [NH4+], O. Reaction SMILES: [CH3:12][C:13](=[O:14])[O-:15].[CH3:21][C:22](=[O:23])[OH:24].[Cl:1][c:2]1[c:3]([F:10])[cH:4][c:5]([CH:6]=[O:7])[cH:8][cH:9]1.[N+:16](=[O:17])([O-:18])[CH3:19].[NH4+:11].[OH2:20]>>[Cl:1][c:2]1[c:3]([F:10])[cH:4][c:5]([CH:6]=[CH:19][N+:16](=[O:17])[O-:18])[cH:8][cH:9]1. Yields the product O=[N+]([O-])C=Cc1ccc(Cl)c(F)c1. Reactants: C1CO1 (ethylene oxide), C(CCC)[Li] (Butyl lithium), solution, C(C1=CC=CC=C1)NC(=O)C1=CC=NC=C1 (N-benzyl-4-pyridinecarboxamide), O (H2O). Solvent: O1CCOCC1 (dioxane), CCCCCC (hexane), C1CCOC1 (THF). Reaction conditions: time 1 hour. Product: C(C1=CC=CC=C1)NC(=O)C1=C(C=NC=C1)CCO (N-Benzyl-3-(2-hydroxyethyl)-4-pyridinecarboxamide). The yield is 24.1%. RXN SMILES: C([Li])CCC.[CH2:6]([NH:13][C:14]([C:16]1[CH:21]=[CH:20][N:19]=[CH:18][CH:17]=1)=[O:15])[C:7]1[CH:12]=[CH:11][CH:10]=[CH:9][CH:8]=1.[CH2:22]1[O:24][CH2:23]1.O>CCCCCC.C1COCC1.O1CCOCC1>[CH2:6]([NH:13][C:14]([C:16]1[CH:21]=[CH:20][N:19]=[CH:18][C:17]=1[CH2:22][CH2:23][OH:24])=[O:15])[C:7]1[CH:8]=[CH:9][CH:10]=[CH:11][CH:12]=1. Procedure details: Butyl lithium (61.5 mL of a 1.6 M solution in hexane, 98.5 mmol) was added dropwise over 10 min to a stirred solution of N-benzyl-4-pyridinecarboxamide (9.94 g, 46.9 mmol) in THF (200 mL) at −78° C. under N2. The reaction mixture immediately turned dark blue, and was stirred for 1 h. A solution of ethylene oxide (2.27 g, 51.6 mmol) in dioxane (10 mL) was then added and the resulting mixture stirred at −78° C. for 3 h, after which time it was warmed to room temperature and quenched with MeOH (40 ... Reactants: [C-]#N.[K+] (KCN), CS(=O)(=O)OCC1=CC=C2CCN(CC2=C1)S(=O)(=O)C1=C(C=C(C=C1C)OC)C ((2-(4-methoxy-2,6-dimethylphenylsulfonyl)-1,2,3,4-tetrahydroisoquinolin-7-yl)methyl methanesulfonate). Solvent: CCO.O (EtOH water), C(C)(=O)OCC (ethyl acetate). The product is COC1=CC(=C(C(=C1)C)S(=O)(=O)N1CC2=CC(=CC=C2CC1)CC#N)C (2-(2-(4-Methoxy-2,6-dimethylphenylsulfonyl)-1,2,3,4-tetrahydroisoquinolin-7-yl)acetonitrile). Yield: 71.0%. RXN SMILES: [C-:1]#[N:2].[K+].CS(O[CH2:9][C:10]1[CH:19]=[C:18]2[C:13]([CH2:14][CH2:15][N:16]([S:20]([C:23]3[C:28]([CH3:29])=[CH:27][C:26]([O:30][CH3:31])=[CH:25][C:24]=3[CH3:32])(=[O:22])=[O:21])[CH2:17]2)=[CH:12][CH:11]=1)(=O)=O>CCO.O.C(OCC)(=O)C>[CH3:31][O:30][C:26]1[CH:25]=[C:24]([CH3:32])[C:23]([S:20]([N:16]2[CH2:15][CH2:14][C:13]3[C:18](=[CH:19][C:10]([CH2:9][C:1]#[N:2])=[CH:11][CH:12]=3)[CH2:17]2)(=[O:22])=[O:21])=[C:28]([CH3:29])[CH:27]=1 |f:0.1,3.4|. Reported procedure: KCN (2.73 mmol, 1.2 equiv.) was added to a solution of (2-(4-methoxy-2,6-dimethylphenylsulfonyl)-1,2,3,4-tetrahydroisoquinolin-7-yl)methyl methanesulfonate (2.28 mmol, 1 equiv.) in EtOH/water (10 ml), and the mixture was refluxed for 24 h. The reaction mixture was then cooled and diluted with ethyl acetate. Extraction with sat. FeSO4 solution, water and sat. NaCl solution was carried out, and the organic phase was dried over Na2SO4 and concentrated in vacuo. The resulting crude product was purif... The reactants are [BH4-], CO, O=Cc1ccccc1, NCCc1ccc(Oc2cccc(C(N)=O)n2)cc1, [Na+]. Product: NC(=O)c1cccc(Oc2ccc(CCNCc3ccccc3)cc2)n1. As a reaction SMILES: [BH4-:28].[CH3:30][OH:31].[CH:20](=[O:21])[c:22]1[cH:23][cH:24][cH:25][cH:26][cH:27]1.[NH2:1][CH2:2][CH2:3][c:4]1[cH:5][cH:6][c:7]([O:8][c:9]2[cH:10][cH:11][cH:12][c:13]([C:15](=[O:16])[NH2:17])[n:14]2)[cH:18][cH:19]1.[Na+:29]>>[NH:1]([CH2:2][CH2:3][c:4]1[cH:5][cH:6][c:7]([O:8][c:9]2[cH:10][cH:11][cH:12][c:13]([C:15](=[O:16])[NH2:17])[n:14]2)[cH:18][cH:19]1)[CH2:20][c:22]1[cH:23][cH:24][cH:25][cH:26][cH:27]1.